This data is from the Open Reaction Database (ORD), a public repository of structured organic reaction records. The task is: describe an organic reaction: reactants, conditions, products, and yield Starting materials: COC(=O)C=1N=CC=2C(N(C=CC2C1O)CC1=CC=CC=C1)=O (7-benzyl-4-hydroxy-8-oxo-7,8-dihydro-[2,7]naphthyridine-3-carboxylic acid methyl ester), C(C)(C)(C)OC(N(C)CCN)=O ((2-amino-ethyl)-methyl-carbamic acid tert-butyl ester). Run in CCO (EtOH). The product is C(C)(C)(C)OC(N(C)CCNC(=O)C=1N=CC=2C(N(C=CC2C1O)CC1=CC=CC=C1)=O)=O ({2-[(7-Benzyl-4-hydroxy-8-oxo-7,8-dihydro-[2,7]naphthyridine-3-carbonyl)-amino]-ethyl}-methyl-carbamic acid tert-butyl ester). Isolated yield 97.4%. Reaction SMILES: CO[C:3]([C:5]1[N:6]=[CH:7][C:8]2[C:9](=[O:23])[N:10]([CH2:16][C:17]3[CH:22]=[CH:21][CH:20]=[CH:19][CH:18]=3)[CH:11]=[CH:12][C:13]=2[C:14]=1[OH:15])=[O:4].[C:24]([O:28][C:29](=[O:35])[N:30]([CH2:32][CH2:33][NH2:34])[CH3:31])([CH3:27])([CH3:26])[CH3:25]>CCO>[C:24]([O:28][C:29](=[O:35])[N:30]([CH2:32][CH2:33][NH:34][C:3]([C:5]1[N:6]=[CH:7][C:8]2[C:9](=[O:23])[N:10]([CH2:16][C:17]3[CH:18]=[CH:19][CH:20]=[CH:21][CH:22]=3)[CH:11]=[CH:12][C:13]=2[C:14]=1[OH:15])=[O:4])[CH3:31])([CH3:27])([CH3:25])[CH3:26]. Procedure: A mixture of 7-benzyl-4-hydroxy-8-oxo-7,8-dihydro-[2,7]naphthyridine-3-carboxylic acid methyl ester (100 mg, 0.32 mmol) and (2-amino-ethyl)-methyl-carbamic acid tert-butyl ester (67 mg, 0.39 mmol) in EtOH (9 mL) was refluxed for 16 h. After cooling to r.t., the mixture was concentrated in vacuo. The residue was dissolved in EtOAc and washed with 0.1 M HCl. The organic layer was dried over MgSO4 and concentrated. The crude product was purified by silica gel chromatography (0-2% MeOH/CH2Cl2) to gi... Reactants: O=C1N(CCC1)C1=NC=CC(=C1)CNC1=C(C(=O)O)C=CC=C1 (2-{[2-(2-oxo-pyrrolidin-1-yl)-pyridin-4-ylmethyl]-amino}-benzoic acid), NC=1C=C(C=CC1)C(F)(F)F (3-aminobenzotrifluoride), HATU (N-dimethylamino-1H-1,2,3-triazolo-[4,5-b]pyridin-1-ylmethylene]-N-methylmethanammoniumhexafluorophosphate-N-oxide, CN1CCOCC1 (N-methylmorpholine). Solvent: C(C)(=O)OCC (ethyl acetate), CN(C=O)C (dimethylformamide). Run at time 8 hour. Yields the product O=C1N(CCC1)C1=NC=CC(=C1)CNC1=C(C(=O)NC2=CC(=CC=C2)C(F)(F)F)C=CC=C1 (2-{[2-(2-oxo-pyrrolidin-1-yl)-pyridin-4-ylmethyl]-amino}-N-(3-trifluoromethyl-phenyl)-benzamide). The yield is 41.8%. RXN SMILES: [O:1]=[C:2]1[CH2:6][CH2:5][CH2:4][N:3]1[C:7]1[CH:12]=[C:11]([CH2:13][NH:14][C:15]2[CH:23]=[CH:22][CH:21]=[CH:20][C:16]=2[C:17]([OH:19])=O)[CH:10]=[CH:9][N:8]=1.[NH2:24][C:25]1[CH:26]=[C:27]([C:31]([F:34])([F:33])[F:32])[CH:28]=[CH:29][CH:30]=1.CN1CCOCC1>CN(C)C=O.C(OCC)(=O)C>[O:1]=[C:2]1[CH2:6][CH2:5][CH2:4][N:3]1[C:7]1[CH:12]=[C:11]([CH2:13][NH:14][C:15]2[CH:23]=[CH:22][CH:21]=[CH:20][C:16]=2[C:17]([NH:24][C:25]2[CH:30]=[CH:29][CH:28]=[C:27]([C:31]([F:32])([F:33])[F:34])[CH:26]=2)=[O:19])[CH:10]=[CH:9][N:8]=1. Procedure: 156 mg (0.5 mmol) of 2-{[2-(2-oxo-pyrrolidin-1-yl)-pyridin-4-ylmethyl]-amino}-benzoic acid is mixed in 5 ml of dimethylformamide with 0.12 ml (1 mmol) of 3-aminobenzotrifluoride, 228 mg (0.6 mmol) of HATU (N-dimethylamino-1H-1,2,3-triazolo-[4,5-b]pyridin-1-ylmethylene]-N-methylmethanammoniumhexafluorophosphate-N-oxide) and 0.14 ml of N-methylmorpholine, and it is stirred overnight at room temperature. It is diluted with ethyl acetate and washed in succession with saturated sodium bicarbonate sol... Starting materials: C(C)(=O)NC1=CC=C(C=C1)NC1=C(C=C(C(=O)O)C=C1S(NC(C)=O)(=O)=O)CC1C2C=CC(C1)C2 (4-(4-acetamidophenylamino)-3-(2-norborn-5-enylmethyl)-5-acetylsulfamoylbenzoic acid). Run in [OH-].[Na+] (sodium hydroxide). The product is NC1=CC=C(C=C1)NC1=C(C=C(C(=O)O)C=C1S(N)(=O)=O)CC1C2C=CC(C1)C2 (4-(4-aminophenylamino)-3-(2-norborn-5-enylmethyl)-5-sulfamoylbenzoic acid). Reaction SMILES: C([NH:4][C:5]1[CH:10]=[CH:9][C:8]([NH:11][C:12]2[C:20]([S:21](=[O:27])(=[O:26])[NH:22]C(=O)C)=[CH:19][C:15]([C:16]([OH:18])=[O:17])=[CH:14][C:13]=2[CH2:28][CH:29]2[CH2:34][CH:33]3[CH2:35][CH:30]2[CH:31]=[CH:32]3)=[CH:7][CH:6]=1)(=O)C>[OH-].[Na+]>[NH2:4][C:5]1[CH:10]=[CH:9][C:8]([NH:11][C:12]2[C:20]([S:21](=[O:27])(=[O:26])[NH2:22])=[CH:19][C:15]([C:16]([OH:18])=[O:17])=[CH:14][C:13]=2[CH2:28][CH:29]2[CH2:34][CH:33]3[CH2:35][CH:30]2[CH:31]=[CH:32]3)=[CH:7][CH:6]=1 |f:1.2|. Procedure details: The mixture of 5.1 g of 4-(4-acetamidophenylamino)-3-(2-norborn-5-enylmethyl)-5-acetylsulfamoylbenzoic acid and 50 ml of 2N aqueous sodium hydroxide is refluxed for 2 hours under nitrogen. It is cooled, filtered, the filtrate acidified with glacial acetic acid to a pH of 4-5 and the precipitate formed filtered off. It is washed with water, dissolved in 40 ml of hot ethanol, the solution filtered and the filtrate diluted with water. After standing the precipitate formed is filtered off and again ... Starting materials: N1C=CC2=CC=CN=C12 (7-azaindole), 1,2,3,5,6,8,8a-heptahydrohydro-7-oxo-indolizine, N1CCCC1 (pyrrolidine). The solvent is C(C)O (ethanol). The product is C1CCN2CC=C(CC12)C1=CNC2=NC=CC=C12 (3-(1,2,3,5,8,8a-Hexahydro-7-indolizinyl)-1H-7-azaindole). As a reaction SMILES: [NH:1]1[C:9]2[C:4](=[CH:5][CH:6]=[CH:7][N:8]=2)[CH:3]=[CH:2]1.[NH:10]1[CH2:14][CH2:13][CH2:12][CH2:11]1>C(O)C>[CH2:13]1[CH:14]2[N:10]([CH2:2][CH:3]=[C:4]([C:3]3[C:4]4[C:9](=[N:8][CH:7]=[CH:6][CH:5]=4)[NH:1][CH:2]=3)[CH2:5]2)[CH2:11][CH2:12]1. Reported procedure: from 7-azaindole (500 mg, 4.2 mmol), 1,2,3,5,6,8,8a-heptahydrohydro-7-oxo-indolizine (589 mg, 4.2 mmol) and pyrrolidine (3.0 g, 42 mmol) in ethanol (4 mL) heating at reflux for 5 hrs.